Dataset: the Open Reaction Database (ORD), a public repository of structured organic reaction records. Task: describe an organic reaction: reactants, conditions, products, and yield The reactants are NCC1CCCO1, O=[N+]([O-])c1ccc(Cl)cc1, O. Yields the product O=[N+]([O-])c1ccc(NCC2CCCO2)cc1. As a reaction SMILES: [CH2:11]([CH:12]1[CH2:13][CH2:14][CH2:15][O:16]1)[NH2:17].[Cl:1][c:2]1[cH:3][cH:4][c:5]([N+:8](=[O:9])[O-:10])[cH:6][cH:7]1.[OH2:18]>>[c:2]1([NH:17][CH2:11][CH:12]2[CH2:13][CH2:14][CH2:15][O:16]2)[cH:3][cH:4][c:5]([N+:8](=[O:9])[O-:10])[cH:6][cH:7]1. The reactants are CCOC(=O)c1cccc(C2CCN(C(=O)OC(C)(C)C)C(=O)C2)c1, C1CCOC1, C[Si](C)(C)[N-][Si](C)(C)C, CI, [K+]. Yields the product CCOC(=O)c1cccc(C2CCN(C(=O)OC(C)(C)C)C(=O)C2C)c1. Reaction SMILES: [CH2:11]([CH3:12])[O:13][C:14](=[O:15])[c:16]1[cH:17][c:18]([CH:22]2[CH2:23][C:24](=[O:35])[N:25]([C:28](=[O:29])[O:30][C:31]([CH3:32])([CH3:33])[CH3:34])[CH2:26][CH2:27]2)[cH:19][cH:20][cH:21]1.[CH2:38]1[O:39][CH2:40][CH2:41][CH2:42]1.[CH3:1][Si:2]([N-:3][Si:4]([CH3:5])([CH3:6])[CH3:7])([CH3:8])[CH3:9].[CH3:36][I:37].[K+:10]>>[CH2:11]([CH3:12])[O:13][C:14](=[O:15])[c:16]1[cH:17][c:18]([CH:22]2[CH:23]([CH3:36])[C:24](=[O:35])[N:25]([C:28](=[O:29])[O:30][C:31]([CH3:32])([CH3:33])[CH3:34])[CH2:26][CH2:27]2)[cH:19][cH:20][cH:21]1. Reactants: COCCBr, O=C([O-])[O-], CC1(C)OB(c2cn[nH]c2)OC1(C)C, [Cs+], [Cs+], CN(C)C=O, O. Product: COCCn1cc(B2OC(C)(C)C(C)(C)O2)cn1. RXN SMILES: [Br:21][CH2:22][CH2:23][O:24][CH3:25].[C:15](=[O:16])([O-:17])[O-:18].[CH3:1][C:2]1([CH3:14])[O:3][B:4]([c:9]2[cH:10][n:11][nH:12][cH:13]2)[O:5][C:6]1([CH3:7])[CH3:8].[Cs+:19].[Cs+:20].[O:26]=[CH:27][N:28]([CH3:29])[CH3:30].[OH2:31]>>[CH3:1][C:2]1([CH3:14])[O:3][B:4]([c:9]2[cH:10][n:11][n:12]([CH2:22][CH2:23][O:24][CH3:25])[cH:13]2)[O:5][C:6]1([CH3:7])[CH3:8]. Reported procedure: To a solution of ethyl 9-{(3aR,4R,6S,6aS)-6-[(ethylamino)carbonyl]-2,2-dimethyltetrahydrofuro[3,4-d][1,3]dioxol-4-yl}-6-[(2,2-diphenylethyl)amino]-9H-purine-2-carboxylate (Preparation 69) (16.47 g, 0.0274 moles) in methanol (164 ml) was added aqueous sodium hydroxide (30.2 ml of a 1 M solution, 0.0302 moles) and the resultant mixture was stirred at ambient temperature under an atmosphere of nitrogen for 1.5 hours. The reaction mixture was then concentrated in vacuo and to the residue was added d... Run at time 1.5 hour. The solvent is CO (methanol). The product is C(C)NC(=O)[C@H]1O[C@H]([C@H]2[C@@H]1OC(O2)(C)C)N2C1=NC(=NC(=C1N=C2)NCC(C2=CC=CC=C2)C2=CC=CC=C2)C(=O)O (9-{(3aR,4R,6S,6aS)-6-[(Ethylamino)carbonyl]-2,2-dimethyltetrahydrofuro[3,4-d][1,3]dioxol-4-yl}-6-[(2,2-diphenylethyl)amino]-9H-purine-2-carboxylic acid). Reactants: C(C)NC(=O)[C@H]1O[C@H]([C@H]2[C@@H]1OC(O2)(C)C)N2C1=NC(=NC(=C1N=C2)NCC(C2=CC=CC=C2)C2=CC=CC=C2)C(=O)OCC (ethyl 9-{(3aR,4R,6S,6aS)-6-[(ethylamino)carbonyl]-2,2-dimethyltetrahydrofuro[3,4-d][1,3]dioxol-4-yl}-6-[(2,2-diphenylethyl)amino]-9H-purine-2-carboxylate), [OH-].[Na+] (sodium hydroxide), solution, resultant mixture. Isolated yield 98.8%. As a reaction SMILES: [CH2:1]([NH:3][C:4]([C@@H:6]1[C@H:10]2[O:11][C:12]([CH3:15])([CH3:14])[O:13][C@H:9]2[C@H:8]([N:16]2[CH:24]=[N:23][C:22]3[C:17]2=[N:18][C:19]([C:40]([O:42]CC)=[O:41])=[N:20][C:21]=3[NH:25][CH2:26][CH:27]([C:34]2[CH:39]=[CH:38][CH:37]=[CH:36][CH:35]=2)[C:28]2[CH:33]=[CH:32][CH:31]=[CH:30][CH:29]=2)[O:7]1)=[O:5])[CH3:2].[OH-].[Na+]>CO>[CH2:1]([NH:3][C:4]([C@@H:6]1[C@H:10]2[O:11][C:12]([CH3:15])([CH3:14])[O:13][C@H:9]2[C@H:8]([N:16]2[CH:24]=[N:23][C:22]3[C:17]2=[N:18][C:19]([C:40]([OH:42])=[O:41])=[N:20][C:21]=3[NH:25][CH2:26][CH:27]([C:34]2[CH:35]=[CH:36][CH:37]=[CH:38][CH:39]=2)[C:28]2[CH:29]=[CH:30][CH:31]=[CH:32][CH:33]=2)[O:7]1)=[O:5])[CH3:2] |f:1.2|. The reactants are O=C([O-])[O-], CCOC(C)=O, CC(C)=O, CS(=O)(=O)NC1CCCCC1Nc1nc(Cl)ncc1Cl, [Cs+], [Cs+], CCI. Yields the product CCN(C1CCCCC1Nc1nc(Cl)ncc1Cl)S(C)(=O)=O. As a reaction SMILES: [C:21](=[O:22])([O-:23])[O-:24].[CH3:30][CH2:31][O:32][C:33]([CH3:34])=[O:35].[CH3:36][C:37](=[O:38])[CH3:39].[Cl:1][c:2]1[n:3][cH:4][c:5]([Cl:20])[c:6]([NH:8][CH:9]2[CH:10]([NH:15][S:16](=[O:17])(=[O:18])[CH3:19])[CH2:11][CH2:12][CH2:13][CH2:14]2)[n:7]1.[Cs+:25].[Cs+:26].[I:27][CH2:28][CH3:29]>>[Cl:1][c:2]1[n:3][cH:4][c:5]([Cl:20])[c:6]([NH:8][CH:9]2[CH:10]([N:15]([S:16](=[O:17])(=[O:18])[CH3:19])[CH2:28][CH3:29])[CH2:11][CH2:12][CH2:13][CH2:14]2)[n:7]1. The reactants are C(C1(C)C(C)(C)C(C(=O)O)CC1)(=O)O ((+)-camphoric acid), C(C1(C)C(C)(C)C(C(=O)O)CC1)(=O)O ((+)-camphoric acid), C(\C=C\C(=O)OC)(=O)OC (dimethyl fumarate), C(\C=C\C(=O)OC)(=O)OC (dimethyl fumarate), C(C1(C)C(C)(C)C(C(=O)O)CC1)(=O)O ((+)-camphoric acid), C(\C=C\C(=O)OC)(=O)OC (dimethyl fumarate), CCCCCCC (heptane). Solvent: C(C)(=O)OCC (ethyl acetate). Reaction conditions: time 24 hour. Product: C(\C=C\C(=O)OC)(=O)OC (dimethyl fumarate), C(C1(C)C(C)(C)C(C(=O)O)CC1)(=O)O ((+)-camphoric acid), C(\C=C\C(=O)OC)(=O)OC.C(C1(C)C(C)(C)C(C(=O)O)CC1)(=O)O (dimethyl fumarate (+)-camphoric acid), 1. RXN SMILES: [C:1]([O:9][CH3:10])(=[O:8])/[CH:2]=[CH:3]/[C:4]([O:6][CH3:7])=[O:5].[C:11]([OH:24])(=[O:23])[C:12]1([CH2:22][CH2:21][CH:17]([C:18]([OH:20])=[O:19])[C:14]1([CH3:16])[CH3:15])[CH3:13].CCCCCCC>C(OCC)(=O)C>[C:1]([O:9][CH3:10])(=[O:8])/[CH:2]=[CH:3]/[C:4]([O:6][CH3:7])=[O:5].[C:11]([OH:24])(=[O:23])[C:12]1([CH2:22][CH2:21][CH:17]([C:18]([OH:20])=[O:19])[C:14]1([CH3:16])[CH3:15])[CH3:13].[C:1]([O:9][CH3:10])(=[O:8])/[CH:2]=[CH:3]/[C:4]([O:6][CH3:7])=[O:5].[C:11]([OH:24])(=[O:23])[C:12]1([CH2:22][CH2:21][CH:17]([C:18]([OH:20])=[O:19])[C:14]1([CH3:16])[CH3:15])[CH3:13] |f:6.7|. Reported procedure: Cocrystals of dimethyl fumarate and (+)-camphoric acid were prepared as follows. 150 mg of dimethyl fumarate and 225 mg of (+)-camphoric acid were dissolved in 3 ml of ethyl acetate with stirring and gentle heating. The clear solution was cooled to room temperature, and 9 ml of heptane were added. The unstirred solution was allowed to stand for 24 hours. The starting concentrations of dimethyl fumarate and (+)-camphoric acid were chosen such that the thermodynamically stable solid phase at equil...